Task: describe an organic reaction: reactants, conditions, products, and yield. Dataset: the Open Reaction Database (ORD), a public repository of structured organic reaction records The reactants are COC(=O)c1ccc2c(C3CCCCC3)c(Br)[nH]c2c1, O=C([O-])[O-], COCCOC, CCO, CCOC(C)=O, [Na+], [Na+], OCc1ccccc1B(O)O, c1ccc(P(c2ccccc2)(c2ccccc2)[Pd](P(c2ccccc2)(c2ccccc2)c2ccccc2)(P(c2ccccc2)(c2ccccc2)c2ccccc2)P(c2ccccc2)(c2ccccc2)c2ccccc2)cc1. Product: COC(=O)c1ccc2c(C3CCCCC3)c(-c3ccccc3CO)[nH]c2c1. As a reaction SMILES: [Br:1][c:2]1[nH:3][c:4]2[cH:5][c:6]([C:17](=[O:18])[O:19][CH3:20])[cH:7][cH:8][c:9]2[c:10]1[CH:11]1[CH2:12][CH2:13][CH2:14][CH2:15][CH2:16]1.[C:32](=[O:33])([O-:34])[O-:35].[CH3:38][O:39][CH2:40][CH2:41][O:42][CH3:43].[CH3:44][CH2:45][OH:46].[CH3:47][CH2:48][O:49][C:50]([CH3:51])=[O:52].[Na+:36].[Na+:37].[OH:21][CH2:22][c:23]1[c:24]([B:29]([OH:30])[OH:31])[cH:25][cH:26][cH:27][cH:28]1.[cH:53]1[cH:54][cH:55][c:56]([P:57]([Pd:58]([P:59]([c:60]2[cH:61][cH:62][cH:63][cH:64][cH:65]2)([c:66]2[cH:67][cH:68][cH:69][cH:70][cH:71]2)[c:72]2[cH:73][cH:74][cH:75][cH:76][cH:77]2)([P:78]([c:79]2[cH:80][cH:81][cH:82][cH:83][cH:84]2)([c:85]2[cH:86][cH:87][cH:88][cH:89][cH:90]2)[c:91]2[cH:92][cH:93][cH:94][cH:95][cH:96]2)[P:97]([c:98]2[cH:99][cH:100][cH:101][cH:102][cH:103]2)([c:104]2[cH:105][cH:106][cH:107][cH:108][cH:109]2)[c:110]2[cH:111][cH:112][cH:113][cH:114][cH:115]2)([c:116]2[cH:117][cH:118][cH:119][cH:120][cH:121]2)[c:122]2[cH:123][cH:124][cH:125][cH:126][cH:127]2)[cH:128][cH:129]1>>[c:2]1(-[c:24]2[c:23]([CH2:22][OH:21])[cH:28][cH:27][cH:26][cH:25]2)[nH:3][c:4]2[cH:5][c:6]([C:17](=[O:18])[O:19][CH3:20])[cH:7][cH:8][c:9]2[c:10]1[CH:11]1[CH2:12][CH2:13][CH2:14][CH2:15][CH2:16]1. Starting materials: COC([C@H]1N(C[C@@H](C1)O)C(=O)OC(C)(C)C)=O (N-Boc-trans-4-hydroxyproline methyl ester), C1(=CC=CC=C1)P(C1=CC=CC=C1)C1=CC=CC=C1 (triphenylphosphine), [N+](=O)([O-])C1=CC=C(C=C1)O (4-nitrophenol), CCOC(=O)/N=N/C(=O)OCC (diethylazodicarboxylate). Run in C1CCOC1 (THF). Run at time 2 day. The product is COC([C@H]1N(CCC1)OC1=CC=C(C=C1)[N+](=O)[O-])=O (4-nitrophenoxy-L-proline methyl ester). RXN SMILES: [CH3:1][O:2][C:3](=[O:17])[C@@H:4]1[CH2:8][C@@H:7](O)[CH2:6][N:5]1C(OC(C)(C)C)=O.C1(P(C2C=CC=CC=2)C2C=CC=CC=2)C=CC=CC=1.[N+:37]([C:40]1[CH:45]=[CH:44][C:43]([OH:46])=[CH:42][CH:41]=1)([O-:39])=[O:38].CCOC(/N=N/C(OCC)=O)=O>C1COCC1>[CH3:1][O:2][C:3](=[O:17])[C@@H:4]1[CH2:8][CH2:7][CH2:6][N:5]1[O:46][C:43]1[CH:44]=[CH:45][C:40]([N+:37]([O-:39])=[O:38])=[CH:41][CH:42]=1. Procedure details: To a solution of N-Boc-trans-4-hydroxyproline methyl ester (10.0 g, 41 mmol) 150 mL of anhydrous THF at 0° C. under N2 was added triphenylphosphine (12.7 g, 48 mmol) and 4-nitrophenol (6.7 g, 48 mmol). To this mixture was added diethylazodicarboxylate (7.7 mL, 48 mmol) dropwise over a 30 minute period. The mixture was warmed to room temperature. After stirring for 2 days, the solvent was removed in vacuo, and the crude oil treated successively with 200 mL portions of toluene and ether to remove ... Reactants: C(=O)C1(C=2N(C3=C(CO1)C=CC=C3)C=CC2)C (4-formyl-4-methyl-4H,6H-pyrrolo[1,2-a][4,1]benzoxazepine), Cl (HCl), N1CCC(CC1)N1C(NCC1)=O (1,3,4,5-tetrahydro-1-(4-piperidinyl)-2H-imidazol-2-one), C(#N)[BH3-].[Na+] (sodium cyanoborohydride), Cl (HCl). Run in CO (methanol). Reaction conditions: time 8 day. Product: CC1(C=2N(C3=C(CO1)C=CC=C3)C=CC2)CN2CCC(CC2)N2C(NCC2)=O (1,3,4,5-tetrahydro-1-{1-[(4-methyl-4H,6H-pyrrolo[ 1,2-a][4,1]benzoxazepin-4-yl)-methyl]-4-piperidinyl}-2H-imidazol-2-one). As a reaction SMILES: [CH:1]([C:3]1([CH3:17])[O:9][CH2:8][C:7]2[CH:10]=[CH:11][CH:12]=[CH:13][C:6]=2[N:5]2[CH:14]=[CH:15][CH:16]=[C:4]12)=O.Cl.[NH:19]1[CH2:24][CH2:23][CH:22]([N:25]2[CH2:29][CH2:28][NH:27][C:26]2=[O:30])[CH2:21][CH2:20]1.C([BH3-])#N.[Na+]>CO>[CH3:17][C:3]1([CH2:1][N:19]2[CH2:20][CH2:21][CH:22]([N:25]3[CH2:29][CH2:28][NH:27][C:26]3=[O:30])[CH2:23][CH2:24]2)[O:9][CH2:8][C:7]2[CH:10]=[CH:11][CH:12]=[CH:13][C:6]=2[N:5]2[CH:14]=[CH:15][CH:16]=[C:4]12 |f:3.4|. Reported procedure: To a solution of 4.5 g of 4-formyl-4-methyl-4H,6H-pyrrolo[1,2-a][4,1]benzoxazepine in 50 ml of methanol is added 3.6 ml of 5.5N methanolic HCl and 3.4 g of 1,3,4,5-tetrahydro-1-(4-piperidinyl)-2H-imidazol-2-one followed by 900 mg of sodium cyanoborohydride. The reaction mixture is allowed to stir at room temperature for 8 days. 2 ml of conc. HCl is added to the reaction mixture and the solvent is removed by evaporation under reduced pressure. The residue is dissolved in 150 ml water and washed w... Reactants: CC1=CC2=C(C=C1)OCC(=O)CO2 (Calone), COC=1C=C(C=O)C=CC1OC (3,4-dimethoxybenzaldehyde). The product is COC=1C=C(C=CC1OC)\C=C/1\C(/C(/OC2=C(O1)C=CC(=C2)C)=C/C2=CC(=C(C=C2)OC)OC)=O (2,4-bis[1-(3,4-dimethoxyphenyl)-meth-(Z)-ylidene]-7-methylbenzo[b]-1,4-dioxepin-3-one). Reaction SMILES: [CH3:1][C:2]1[CH:7]=[CH:6][C:5]2[O:8][CH2:9][C:10]([CH2:12][O:13][C:4]=2[CH:3]=1)=[O:11].[CH3:14][O:15][C:16]1[CH:17]=[C:18]([CH:21]=[CH:22][C:23]=1[O:24][CH3:25])[CH:19]=O>>[CH3:14][O:15][C:16]1[CH:17]=[C:18](/[CH:19]=[C:9]2/[C:10](=[O:11])/[C:12](=[CH:1]/[C:2]3[CH:7]=[CH:6][C:5]([O:8][CH3:9])=[C:4]([O:13][CH3:12])[CH:3]=3)/[O:13][C:4]3[CH:3]=[C:2]([CH3:1])[CH:7]=[CH:6][C:5]=3[O:8]/2)[CH:21]=[CH:22][C:23]=1[O:24][CH3:25]. Procedure: Calone is reacted with 3,4-dimethoxybenzaldehyde analogously to the reaction conditions of Example 1, giving 2,4-bis[1-(3,4-dimethoxyphenyl)-meth-(Z)-ylidene]-7-methylbenzo[b]-1,4-dioxepin-3-one. Reactants: C1COCCO1, CC(C)O, Cc1cc(C)c(Nc2nc(Cl)nc(Nc3ccc(C#N)cc3)n2)c(C)c1, N. Yields the product Cc1cc(C)c(Nc2nc(N)nc(Nc3ccc(C#N)cc3)n2)c(C)c1. As a reaction SMILES: [CH2:32]1[O:33][CH2:34][CH2:35][O:36][CH2:37]1.[CH3:28][CH:29]([OH:30])[CH3:31].[Cl:1][c:2]1[n:3][c:4]([NH:18][c:19]2[cH:20][cH:21][c:22]([C:23]#[N:24])[cH:25][cH:26]2)[n:5][c:6]([NH:8][c:9]2[c:10]([CH3:17])[cH:11][c:12]([CH3:16])[cH:13][c:14]2[CH3:15])[n:7]1.[NH3:27]>>[c:2]1([NH2:27])[n:3][c:4]([NH:18][c:19]2[cH:20][cH:21][c:22]([C:23]#[N:24])[cH:25][cH:26]2)[n:5][c:6]([NH:8][c:9]2[c:10]([CH3:17])[cH:11][c:12]([CH3:16])[cH:13][c:14]2[CH3:15])[n:7]1.